Dataset: the Open Reaction Database (ORD), a public repository of structured organic reaction records. Task: describe an organic reaction: reactants, conditions, products, and yield The reactants are FC1=CC=C(C=C1)S(=O)(=O)NC1=CC=C(C(=C1C(=O)OCC1=CC=CC=C1)C)C=C (benzyl 6-{[(4-fluorophenyl)sulfonyl]amino}-2-methyl-3-vinylbenzoate), OSO4, O1CCOCC1 (dioxane), NaIO4. Solvent: O (water), [Cl-].[Na+].O (brine). Reaction conditions: time 8 minute. Yields the product FC1=CC=C(C=C1)S(=O)(=O)NC1=CC=C(C(=C1C(=O)OCC1=CC=CC=C1)C)CO (benzyl 6-{[(4-fluorophenyl)sulfonyl]amino}-3-(hydroxymethyl)-2-methylbenzoate). The yield is 56.7%. Reaction SMILES: [F:1][C:2]1[CH:7]=[CH:6][C:5]([S:8]([NH:11][C:12]2[C:17]([C:18]([O:20][CH2:21][C:22]3[CH:27]=[CH:26][CH:25]=[CH:24][CH:23]=3)=[O:19])=[C:16]([CH3:28])[C:15]([CH:29]=C)=[CH:14][CH:13]=2)(=[O:10])=[O:9])=[CH:4][CH:3]=1.[O:31]1CCOCC1>O.[Cl-].[Na+].O>[F:1][C:2]1[CH:7]=[CH:6][C:5]([S:8]([NH:11][C:12]2[C:17]([C:18]([O:20][CH2:21][C:22]3[CH:27]=[CH:26][CH:25]=[CH:24][CH:23]=3)=[O:19])=[C:16]([CH3:28])[C:15]([CH2:29][OH:31])=[CH:14][CH:13]=2)(=[O:9])=[O:10])=[CH:4][CH:3]=1 |f:3.4.5|. Procedure details: A solution of Example 173B (127 mg, 0.3 mmol) in dioxane (6 mL) and water (2 mL) was treated with OSO4 (2.5% wt in t-butanol, 0.5 mL), stirred for 8 minutes at ambient temperature, treated with NaIO4 (128 mg, 0.6 mmol), stirred for 30 minutes, diluted with brine, and extracted with ethyl acetate. The ethyl acetate solution was dried (MgSO4), filtered, and concentrated. This concentrate was dissolved in absolute ethanol (5 mL) and THF (5 mL), treated with NaBH4 (7 mg), stirred for 30 minutes, tre...